describe an organic reaction: reactants, conditions, products, and yield From a dataset of the Open Reaction Database (ORD), a public repository of structured organic reaction records. Reactants: [Cu]C#N (Copper (I) cyanide), C(=C)[Mg]Br (vinyl magnesium bromide), C(C)(C)(C)[Si](C1=CC=CC=C1)(C1=CC=CC=C1)OC[C@H]1OC1 (tert-butyl[(2S)-oxiran-2-ylmethoxy]diphenylsilane). Conditions: time 30 minute. The product is [Si](C1=CC=CC=C1)(C1=CC=CC=C1)(C(C)(C)C)OC[C@H](CC=C)O ((2S)-1-{[tert-butyl(diphenyl)silyl]oxy}pent-4-en-2-ol). Yield: 62.2%. Reaction SMILES: [Cu]C#N.[CH:4]([Mg]Br)=[CH2:5].[C:8]([Si:12]([O:25][CH2:26][C@@H:27]1[CH2:29][O:28]1)([C:19]1[CH:24]=[CH:23][CH:22]=[CH:21][CH:20]=1)[C:13]1[CH:18]=[CH:17][CH:16]=[CH:15][CH:14]=1)([CH3:11])([CH3:10])[CH3:9]>>[Si:12]([O:25][CH2:26][C@@H:27]([OH:28])[CH2:29][CH:4]=[CH2:5])([C:8]([CH3:10])([CH3:11])[CH3:9])([C:19]1[CH:20]=[CH:21][CH:22]=[CH:23][CH:24]=1)[C:13]1[CH:14]=[CH:15][CH:16]=[CH:17][CH:18]=1. Procedure details: Copper (I) cyanide (3.60 g, 40.2 mmol) was placed in a three-necked flask under nitrogen and dried by gentle heating with a heat gun under vacuum. It was then allowed to cool to room temperature under nitrogen. This process was repeated three times, and then anhydrous tetrahydrofuran (80 mL) was added. The resulting mixture was cooled to −78° C., and then vinyl magnesium bromide (1 M solution in tetrahydrofuran, 88.5 mL, 88.5 mmol) was added dropwise while maintaining the internal temperature be... Reactants: CN(S(=O)(=O)N1C=NC(=C1)I)C (1-(N,N-dimethylsulfamoyl)-4-iodoimidazole), CN(S(=O)(=O)N1C=NC(=C1)I)C (1-(N,N-dimethylsulfamoyl)-4-iodoimidazole), heterocycle, CC=1C(=CC=2C(CCC(C2C1)(C)C)(C)C)C#C ((5,6,7,8-tetrahydro-3,5,5,8,8-pentamethylnaphthalen-2-yl)acetylene), CC=1C(=CC=2C(CCC(C2C1)(C)C)(C)C)C#C ((5,6,7,8-tetrahydro-3,5,5,8,8-pentamethylnaphthalen-2-yl)acetylene), C[Al](C)C (trimethylaluminum), [H][H] (hydrogen), CC=1C(=CC=2C(CCC(C2C1)(C)C)(C)C)/C(=C/C=1N=C(NC1)C(=O)OCC)/C (ethyl (E)-4-[2-(5,6,7,8-tetrahydro-3,5,5,8,8-pentamethylnaphthalen-2-yl)propen-1-yl]-2-imidazolecarboxylate), CC=1C(=CC=2C(CCC(C2C1)(C)C)(C)C)/C(=C/C=1N=C(N(C1)S(N(C)C)(=O)=O)C(=O)OCC)/C (ethyl (E)-4-[2-(5,6,7,8-tetrahydro- 3,5,5,8,8-pentamethylnaphthalen-2-yl)propen-1-yl]-1-(N,N-dimethylsulfamoyl)-2-imidazolecarboxylate), C1CCCC2=CC=CC=C12 (tetrahydronaphthalene), C(CCC)[Li] (n-butyl lithium), C(=O)=O (carbon dioxide), ClC(=O)OCC (ethyl chloroformate), Formula 7, (CH2)n. The reagents and catalysts are C=1C=CC(=CC1)[P](C=2C=CC=CC2)(C=3C=CC=CC3)[Pd]([P](C=4C=CC=CC4)(C=5C=CC=CC5)C=6C=CC=CC6)([P](C=7C=CC=CC7)(C=8C=CC=CC8)C=9C=CC=CC9)[P](C=1C=CC=CC1)(C=1C=CC=CC1)C=1C=CC=CC1 (tetrakis(triphenylphosphine)palladium), [Cl-].[Cl-].[CH-]1C=CC=C1.[CH-]1C=CC=C1.[Zr+2] (zirconocene dichloride). The product is CN(S(=O)(=O)N1C=NC=C1)C (1-(N,N-dimethylsulfamoyl)imidazole). As a reaction SMILES: [H][H].C1[C:12]2[C:7](=CC=CC=2)CCC1.C([Li])CCC.C(=O)=O.ClC(OCC)=O.CC1C(/C(/C)=C/C2N=C(C(OCC)=O)NC=2)=CC2C(C)(C)CCC(C)(C)C=2C=1.CC1C(/C(/C)=C/C2[N:73]=[C:74](C(OCC)=O)[N:75]([S:77](=[O:82])(=[O:81])[N:78]([CH3:80])[CH3:79])C=2)=CC2C(C)(C)CCC(C)(C)C=2C=1.CC1C(C#C)=CC2C(C)(C)CCC(C)(C)C=2C=1.C[Al](C)C.CN(C)S(N1C=C(I)N=C1)(=O)=O>C1C=CC([P]([Pd]([P](C2C=CC=CC=2)(C2C=CC=CC=2)C2C=CC=CC=2)([P](C2C=CC=CC=2)(C2C=CC=CC=2)C2C=CC=CC=2)[P](C2C=CC=CC=2)(C2C=CC=CC=2)C2C=CC=CC=2)(C2C=CC=CC=2)C2C=CC=CC=2)=CC=1.[Cl-].[Cl-].[CH-]1C=CC=C1.[CH-]1C=CC=C1.[Zr+2]>[CH3:79][N:78]([CH3:80])[S:77]([N:75]1[CH:7]=[CH:12][N:73]=[CH:74]1)(=[O:82])=[O:81] |f:11.12.13.14.15,^1:125,127,146,165|. Procedure: It should be noted in connection with Reaction Schemes 1, 2 and 3 that in all of these reaction schemes heterocycle derivatives corresponding respectively to Formula 7, 11 and 15 can be employed where in the A-B' substituent A is (CH2)n, n is 0, and B' is hydrogen. A carboxylic acid group is then introduced into the molecule, after coupling with the tetrahydronaphthalene moiety, by reaction with strong base (such as n-butyl lithium) and carbon dioxide or ethyl chloroformate. Reaction Scheme 4 il... The reactants are CCOC(=O)N1CC2N(C)CCC2(Cl)C1, Cl. Product: CN1CCC2(Cl)CNCC12. As a reaction SMILES: [Cl:1][C:2]12[CH2:3][CH2:4][N:5]([CH3:15])[CH:6]1[CH2:7][N:8]([C:10]([O:11][CH2:12][CH3:13])=[O:14])[CH2:9]2.[ClH:16]>>[Cl:1][C:2]12[CH2:3][CH2:4][N:5]([CH3:15])[CH:6]1[CH2:7][NH:8][CH2:9]2. Reactants: CC(C)CC(NC(=O)OC(C)(C)C)C(O)C(=O)O, CO, CCOCC, C=[N+]=[N-]. Yields the product COC(=O)C(O)C(CC(C)C)NC(=O)OC(C)(C)C. As a reaction SMILES: [C:1]([CH3:2])([CH3:3])([CH3:4])[O:5][C:6](=[O:7])[NH:8][CH:9]([CH:10]([C:11](=[O:12])[OH:13])[OH:14])[CH2:15][CH:16]([CH3:17])[CH3:18].[CH3:19][OH:20].[CH3:24][CH2:25][O:26][CH2:27][CH3:28].[N+:21](=[N-:22])=[CH2:23]>>[C:1]([CH3:2])([CH3:3])([CH3:4])[O:5][C:6](=[O:7])[NH:8][CH:9]([CH:10]([C:11](=[O:12])[O:13][CH3:23])[OH:14])[CH2:15][CH:16]([CH3:17])[CH3:18]. Reactants: O=C1c2ccccc2C(=O)N1CBr, CC(=O)O, CN(C)C=O, CCOC(=O)C(C(=O)OCC)c1ncc(C(F)(F)F)cc1Cl, [H-], [Na+], O. Product: CCOC(=O)C(CN1C(=O)c2ccccc2C1=O)(C(=O)OCC)c1ncc(C(F)(F)F)cc1Cl. As a reaction SMILES: [Br:25][CH2:26][N:27]1[C:28](=[O:37])[c:29]2[c:30]([cH:33][cH:34][cH:35][cH:36]2)[C:31]1=[O:32].[CH3:38][C:39](=[O:40])[OH:41].[CH3:42][N:43]([CH3:44])[CH:45]=[O:46].[Cl:3][c:4]1[c:5]([CH:14]([C:15](=[O:16])[O:17][CH2:18][CH3:19])[C:20](=[O:21])[O:22][CH2:23][CH3:24])[n:6][cH:7][c:8]([C:10]([F:11])([F:12])[F:13])[cH:9]1.[H-:1].[Na+:2].[OH2:47]>>[Cl:3][c:4]1[c:5]([C:14]([C:15](=[O:16])[O:17][CH2:18][CH3:19])([C:20](=[O:21])[O:22][CH2:23][CH3:24])[CH2:26][N:27]2[C:28](=[O:37])[c:29]3[c:30]([cH:33][cH:34][cH:35][cH:36]3)[C:31]2=[O:32])[n:6][cH:7][c:8]([C:10]([F:11])([F:12])[F:13])[cH:9]1.